This data is from the Open Reaction Database (ORD), a public repository of structured organic reaction records. The task is: describe an organic reaction: reactants, conditions, products, and yield Starting materials: NCC(=O)O (H-Gly-OH), N([C@@H]([C@H](OCC1=CC=CC=C1)C)C(=O)ON1C(=O)CCC1=O)C(=O)OC(C)(C)C (Boc-Thr(Bzl)-OSu). Yields the product N([C@@H]([C@H](OCC1=CC=CC=C1)C)C(=O)NCC(=O)O)C(=O)OC(C)(C)C (Boc-Thr(Bzl)-Gly-OH). The yield is 97.1%. Reaction SMILES: [NH2:1][CH2:2][C:3]([OH:5])=[O:4].[NH:6]([C:28]([O:30][C:31]([CH3:34])([CH3:33])[CH3:32])=[O:29])[C@H:7]([C:18](ON1C(=O)CCC1=O)=[O:19])[C@@H:8]([CH3:17])[O:9][CH2:10][C:11]1[CH:16]=[CH:15][CH:14]=[CH:13][CH:12]=1>>[NH:6]([C:28]([O:30][C:31]([CH3:32])([CH3:34])[CH3:33])=[O:29])[C@H:7]([C:18]([NH:1][CH2:2][C:3]([OH:5])=[O:4])=[O:19])[C@@H:8]([CH3:17])[O:9][CH2:10][C:11]1[CH:16]=[CH:15][CH:14]=[CH:13][CH:12]=1. Procedure details: By using 5.40 g of H-Gly-OH and 22.40 g of Boc-Thr(Bzl)-OSu, and the same procedure as in Reference Example 14 was repeated to obtain 19.60 g (yield: 97.3%) of the above-mentioned objective product. The reactants are CC1=CC=C(C=N1)C=CC(=O)OCC (ethyl β-(6-methylpyridin-3-yl)acrylate). Reagents/catalysts: [Pd] (Pd/C). Run in C(C)(=O)OCC (ethyl acetate). Reaction conditions: time 4 hour. The product is CC1=CC=C(C=N1)CCC(=O)OCC (ethyl 3-(6-methylpyridin-3-yl)propionate). Yield: 96.1%. RXN SMILES: [CH3:1][C:2]1[N:7]=[CH:6][C:5]([CH:8]=[CH:9][C:10]([O:12][CH2:13][CH3:14])=[O:11])=[CH:4][CH:3]=1>C(OCC)(=O)C.[Pd]>[CH3:1][C:2]1[N:7]=[CH:6][C:5]([CH2:8][CH2:9][C:10]([O:12][CH2:13][CH3:14])=[O:11])=[CH:4][CH:3]=1. Reported procedure: A suspension of ethyl β-(6-methylpyridin-3-yl)acrylate (3.86 g, 20.2 mmol) in 200 ml of ethyl acetate and 1.4 g of 5.3% Pd/C was hydrogenated under hydrogen (50 psi) for 4 h. The mixture was filtered through SUPERCEL™, the filtrate was concentrated in vacuo to afford 3.75 g (96%) of ethyl 3-(6-methylpyridin-3-yl)propionate, as a pale orange oil.